describe an organic reaction: reactants, conditions, products, and yield From a dataset of the Open Reaction Database (ORD), a public repository of structured organic reaction records. Starting materials: NC1=C(C=C(C(=C1)Cl)F)S(=O)(=O)N (2-amino-4-chloro-5-fluorobenzenesulfonamide), C(C)(C)N=C=S (isopropyl isothiocyanate). Solvent: C(C)(=O)OCC (ethyl acetate). The product is ClC=1C(=CC2=C(NC(=NS2(=O)=O)NC(C)C)C1)F (6-Chloro-7-fluoro-3-isopropylamino-4H-1,2,4-benzothiadiazine 1,1-dioxide). Reaction SMILES: [NH2:1][C:2]1[CH:7]=[C:6]([Cl:8])[C:5]([F:9])=[CH:4][C:3]=1[S:10]([NH2:13])(=[O:12])=[O:11].[CH:14]([N:17]=[C:18]=S)([CH3:16])[CH3:15]>C(OCC)(=O)C>[Cl:8][C:6]1[C:5]([F:9])=[CH:4][C:3]2[S:10](=[O:12])(=[O:11])[N:13]=[C:18]([NH:17][CH:14]([CH3:16])[CH3:15])[NH:1][C:2]=2[CH:7]=1. Reported procedure: The title compound was prepared from 2-amino-4-chloro-5-fluorobenzenesulfonamide and isopropyl isothiocyanate by a method analogous to the one described in Example 4; m.p. 282-285° C. (ethyl acetate); 1H-NMR (DMSO-d6): δ 1.17 (d, 6H, CH(CH3)2), 3.92 (m, 1H, CH(CH3)2), 7.34 (br., 1H, NH), 7.45 (d, 1H, ArH), 7.76 (d, 1H, ArH), 10.44 (br.s, 1H, NH); MS: m/e 291/293 (M+); (C10H11N3Cl1F1O2S1) calc. C, 41.17; H, 3.80; N, 14.40; found C, 41.3; H, 3.8; N, 14.4. Starting materials: ClC=1C2=C(N=CN1)OC(=C2C2=CC=C(C=C2)OC)C2=CC=CC=C2 (4-chloro-5-(4-methoxyphenyl)-6-phenylfuro[2,3-d]pyrimidine), Cl (hydrochloric acid), [OH-].[Na+] (sodium hydroxide), C1(CCC1)(CO)CO (cyclobutane-1,1-diyldimethanol). The reagents and catalysts are S(=O)(=O)(O)[O-].C(CCC)[N+](CCCC)(CCCC)CCCC (tetra-n-butylammonium hydrogen sulphate). Solvent: C1(=CC=CC=C1)C (toluene), COCCOC (1,2-dimethoxyethane), O (water). Conditions: temperature 70 celsius, time 17 hour. Product: COC1=CC=C(C=C1)C1=C(OC=2N=CN=C(C21)OCC2(CCC2)CO)C2=CC=CC=C2 ([1-({[5-(4-Methoxyphenyl)-6-phenylfuro[2,3-d]pyrimidin-4-yl]oxy}methyl)cyclobutyl]methanol). RXN SMILES: [OH-].[Na+].[C:3]1([CH2:9][OH:10])([CH2:7][OH:8])[CH2:6][CH2:5][CH2:4]1.Cl[C:12]1[C:13]2[C:20]([C:21]3[CH:26]=[CH:25][C:24]([O:27][CH3:28])=[CH:23][CH:22]=3)=[C:19]([C:29]3[CH:34]=[CH:33][CH:32]=[CH:31][CH:30]=3)[O:18][C:14]=2[N:15]=[CH:16][N:17]=1.Cl>C1(C)C=CC=CC=1.COCCOC.O.S([O-])(O)(=O)=O.C([N+](CCCC)(CCCC)CCCC)CCC>[CH3:28][O:27][C:24]1[CH:23]=[CH:22][C:21]([C:20]2[C:13]3[C:12]([O:8][CH2:7][C:3]4([CH2:9][OH:10])[CH2:6][CH2:5][CH2:4]4)=[N:17][CH:16]=[N:15][C:14]=3[O:18][C:19]=2[C:29]2[CH:30]=[CH:31][CH:32]=[CH:33][CH:34]=2)=[CH:26][CH:25]=1 |f:0.1,8.9|. Procedure: Add 2.6 ml of an 11.25N sodium hydroxide solution at 70° C. to a solution of 1.72 g (14.85 mmol) of cyclobutane-1,1-diyldimethanol [F. X. Tavares, J. Med. Chem. 2004, 47 (21), 5057-5068] in 20 ml of toluene, 8 ml of 1,2-dimethoxyethane and 8 ml of water. After adding 0.10 g (0.30 mmol) of tetra-n-butylammonium hydrogen sulphate and 1.00 g (2.97 mmol) of 4-chloro-5-(4-methoxyphenyl)-6-phenylfuro[2,3-d]pyrimidine, stir the reaction mixture at 70° C. for 17 h. After cooling to room temperature, adj... The reactants are CN(C(=O)N(C)C)C (1,1,3,3-tetramethylurea), [Cl-] (chloride). Solvent: CCOCC (ether). Run at time 8 hour. Yields the product [Cl-].ClC(=[N+](C)C)N(C)C (N-[chloro(dimethylamino)methylene]-N-methylmethanaminium chloride salt). As a reaction SMILES: [CH3:1][N:2]([CH3:8])[C:3]([N:5]([CH3:7])[CH3:6])=O.[Cl-:9]>CCOCC>[Cl-:9].[Cl:9][C:3]([N:5]([CH3:7])[CH3:6])=[N+:2]([CH3:8])[CH3:1] |f:3.4|. Procedure details: 1,1,3,3-tetramethylurea (450 mg) was dissolved in anhydrous ether (5 mL) under N2. Oxayl chloride (390 uL) was added over 1 minute and the mixture was left to stir. After 5 minutes a solid had precipitated on the base of the flask, this was broken up and stirring was continued overnight. Volatiles were evaporated to give N-[chloro(dimethylamino)methylene]-N-methylmethanaminium chloride salt as a white solid. Acetonitrile (10 mL) was added and 1 mL of this solution was added to a stirred solution... The reactants are [N+](=O)([O-])C1=CC=C(C(=O)Cl)C=C1 (4-nitrobenzoyl chloride), NCCC1=C(C=CC=C1)CO (1-Amino-2-(2-hydroxymethylphenyl)ethane), ice water. Run in N1=CC=CC=C1 (pyridine). Reaction conditions: time 1 hour. Product: [N+](=O)([O-])C1=CC=C(C(=O)C(CC2=C(C=CC=C2)COC(C2=CC=C(C=C2)[N+](=O)[O-])=O)N)C=C1 (1-(4-nitrobenzoyl)-amino-2-[2-(4-nitrobenzoyloxymethyl)phenyl]ethane). Yield: 80.3%. As a reaction SMILES: [NH2:1][CH2:2][CH2:3][C:4]1[CH:9]=[CH:8][CH:7]=[CH:6][C:5]=1[CH2:10][OH:11].[N+:12]([C:15]1[CH:23]=[CH:22][C:18]([C:19](Cl)=[O:20])=[CH:17][CH:16]=1)([O-:14])=[O:13]>N1C=CC=CC=1>[N+:12]([C:15]1[CH:23]=[CH:22][C:18]([C:19]([CH:2]([NH2:1])[CH2:3][C:4]2[CH:9]=[CH:8][CH:7]=[CH:6][C:5]=2[CH2:10][O:11][C:19](=[O:20])[C:18]2[CH:17]=[CH:16][C:15]([N+:12]([O-:14])=[O:13])=[CH:23][CH:22]=2)=[O:20])=[CH:17][CH:16]=1)([O-:14])=[O:13]. Reported procedure: 1-Amino-2-(2-hydroxymethylphenyl)ethane (10.2 g) was dissolved in 40 ml of pyridine, and with stirring under ice cooling, 25 g of 4-nitrobenzoyl chloride was added gradually. The mixture was stirred at room temperature for 4 hours and then at 50° C. for 1 hour, and poured into ice water. The crystals precipitated were washed in water, dried, and recrystallized from tetrahydrofuran-benzene to afford 24.3 g of 1-(4-nitrobenzoyl)-amino-2-[2-(4-nitrobenzoyloxymethyl)phenyl]ethane having a melting po...